From a dataset of the Open Reaction Database (ORD), a public repository of structured organic reaction records. describe an organic reaction: reactants, conditions, products, and yield Starting materials: [OH-].[Na+] (NaOH), C(C)OC(C(CC1=CC=C(C=C1)O)(C)OC1=CC=C(C=C1)C1CCCCC1)=O (2-(4-cyclohexylphenoxy)-3-(4-hydroxyphenyl)-2-methyl-propionic acid ethyl ester), CC1=C(N=C(O1)C1=CC=C(C=C1)C1=CC=CC=C1)CCOS(=O)(=O)C1=CC=C(C=C1)C (toluene-4-sulfonic acid 2-(5-methyl-2-biphenyl-4-yl-oxazol-4-yl)ethyl ester), C(=O)([O-])[O-].[K+].[K+] (K2CO3). Solvent: C(C)O (ethanol), C(C)O (ethanol). Product: C1(=CC=C(C=C1)C=1OC(=C(N1)CCOC1=CC=C(C=C1)CC(C(=O)O)(C)OC1=CC=C(C=C1)C1CCCCC1)C)C1=CC=CC=C1 (3-{4-[2-(2-biphenyl-4-yl-5-methyl-oxazol-4-yl)-ethoxy]-phenyl}-2-(4-cyclohexyl-phenoxy)-2-methyl-propionic acid). Reaction SMILES: C([O:3][C:4](=[O:28])[C:5]([O:15][C:16]1[CH:21]=[CH:20][C:19]([CH:22]2[CH2:27][CH2:26][CH2:25][CH2:24][CH2:23]2)=[CH:18][CH:17]=1)([CH3:14])[CH2:6][C:7]1[CH:12]=[CH:11][C:10]([OH:13])=[CH:9][CH:8]=1)C.[CH3:29][C:30]1O[C:33]([C:35]2[CH:40]=[CH:39][C:38]([C:41]3[CH:46]=[CH:45][CH:44]=[CH:43][CH:42]=3)=[CH:37][CH:36]=2)=[N:32][C:31]=1[CH2:47][CH2:48]OS(C1C=CC(C)=CC=1)(=O)=O.C([O-])([O-])=O.[K+].[K+].[OH-:66].[Na+]>C(O)C>[C:38]1([C:41]2[CH:42]=[CH:43][CH:44]=[CH:45][CH:46]=2)[CH:37]=[CH:36][C:35]([C:33]2[O:66][C:30]([CH3:29])=[C:31]([CH2:47][CH2:48][O:13][C:10]3[CH:9]=[CH:8][C:7]([CH2:6][C:5]([O:15][C:16]4[CH:17]=[CH:18][C:19]([CH:22]5[CH2:23][CH2:24][CH2:25][CH2:26][CH2:27]5)=[CH:20][CH:21]=4)([CH3:14])[C:4]([OH:3])=[O:28])=[CH:12][CH:11]=3)[N:32]=2)=[CH:40][CH:39]=1 |f:2.3.4,5.6|. Procedure details: A mixture of 2-(4-cyclohexylphenoxy)-3-(4-hydroxyphenyl)-2-methyl-propionic acid ethyl ester (0.030 mmol) (see Ex. 29, Part C), toluene-4-sulfonic acid 2-(5-methyl-2-biphenyl-4-yl-oxazol-4-yl)ethyl ester (0.030 mmol) (see Ex. 1, Part I) and 325 mesh K2CO3 (0.084 g, 0.60 mmol) in ethanol (2 mL) was heated to reflux for 24 h under N2. Aqueous 5N NaOH (0.5 mL) and additional ethanol (1 mL) was added to the reaction mixture and it was heated at reflux for an additional 2 h. The reaction was cooled a... Reactants: FC1=CC=C(C=C1)CC#N (4-fluorophenylacetonitrile), [H-].[Na+] (sodium hydride), BrC1=NC=CC=C1 (2-Bromopyridine). Run in O (water), hexanes. Run at time 3 hour. Yields the product FC1=CC=C(C=C1)C(C#N)C1=NC=CC=C1 (α-(4-Fluorophenyl)-2-pyridineacetonitrile). The yield is 28.6%. Reaction SMILES: [H-].[Na+].[F:3][C:4]1[CH:9]=[CH:8][C:7]([CH2:10][C:11]#[N:12])=[CH:6][CH:5]=1.Br[C:14]1[CH:19]=[CH:18][CH:17]=[CH:16][N:15]=1>O>[F:3][C:4]1[CH:9]=[CH:8][C:7]([CH:10]([C:14]2[CH:19]=[CH:18][CH:17]=[CH:16][N:15]=2)[C:11]#[N:12])=[CH:6][CH:5]=1 |f:0.1|. Procedure details: A sample of sodium hydride (60%, 1.60 g, 0.04 mole) was washed with dry hexanes. After removal of hexanes a 100 ml portion of dimethyl sulfoxide was added. To this mixture was added a solution of 4-fluorophenylacetonitrile (5.41 g, 0.04 mole). The mixture was stirred 3 hrs at room temperature under nitrogen. 2-Bromopyridine (6.32 g, 0.04 mole) was added to the mixture, the reaction mixture was then stirred overnight at 65° C. The reaction mixture was poured into 1200 ml of water and the aqueous ... Product: O=C(Nc1ccccc1)N1CCC(c2nc(-c3cccs3)no2)CC1. Reaction SMILES: [ClH:10].[O:1]=[C:2]=[N:3][c:4]1[cH:5][cH:6][cH:7][cH:8][cH:9]1.[cH:27]1[cH:28][cH:29][n:30][cH:31][cH:32]1.[s:11]1[c:12](-[c:16]2[n:17][o:18][c:19]([CH:21]3[CH2:22][CH2:23][NH2+:24][CH2:25][CH2:26]3)[n:20]2)[cH:13][cH:14][cH:15]1>>[O:1]=[C:2]([NH:3][c:4]1[cH:5][cH:6][cH:7][cH:8][cH:9]1)[N:24]1[CH2:23][CH2:22][CH:21]([c:19]2[o:18][n:17][c:16](-[c:12]3[s:11][cH:15][cH:14][cH:13]3)[n:20]2)[CH2:26][CH2:25]1. Starting materials: Cl, O=C=Nc1ccccc1, c1ccncc1, c1csc(-c2noc(C3CC[NH2+]CC3)n2)c1. Reactants: Cl (hydrochloric acid), O (H2O), [OH-].[Li+] (lithium hydroxide), C(C)(=O)NC1=CC(=C(C=C1)C=CC(=O)OC)NC(=O)NC(C1=C(C=C(C(=C1)F)F)Cl)=O (methyl 3-{4-acetylamino-2-[3-(2-chloro-4,5-difluorobenzoyl)ureido]phenyl}acrylate). The solvent is O1CCCC1 (tetrahydrofuran). Reaction conditions: time 15 hour. The product is C(C)(=O)NC1=CC(=C(C=C1)C=CC(=O)O)NC(=O)NC(C1=C(C=C(C(=C1)F)F)Cl)=O (3-{4-Acetylamino-2-[3-(2-chloro-4,5-difluorobenzoyl)ureido]phenyl}acrylic acid). The yield is 12.6%. Reaction SMILES: [C:1]([NH:4][C:5]1[CH:10]=[CH:9][C:8]([CH:11]=[CH:12][C:13]([O:15]C)=[O:14])=[C:7]([NH:17][C:18]([NH:20][C:21](=[O:31])[C:22]2[CH:27]=[C:26]([F:28])[C:25]([F:29])=[CH:24][C:23]=2[Cl:30])=[O:19])[CH:6]=1)(=[O:3])[CH3:2].O.[OH-].[Li+].Cl>O1CCCC1>[C:1]([NH:4][C:5]1[CH:10]=[CH:9][C:8]([CH:11]=[CH:12][C:13]([OH:15])=[O:14])=[C:7]([NH:17][C:18]([NH:20][C:21](=[O:31])[C:22]2[CH:27]=[C:26]([F:28])[C:25]([F:29])=[CH:24][C:23]=2[Cl:30])=[O:19])[CH:6]=1)(=[O:3])[CH3:2] |f:2.3|. Procedure: 0.65 g (1.4 mmol) of methyl 3-{4-acetylamino-2-[3-(2-chloro-4,5-difluorobenzoyl)ureido]phenyl}acrylate was dissolved in 8 ml of tetrahydrofuran, and 8 ml of H2O and 0.17 g (7.2 mmol) of lithium hydroxide were added. After 15 hours at room temperature, the mixture was made acid with 2 N hydrochloric acid and extracted with ethyl acetate. The organic phase was dried, concentrated and stirred up with diethyl ether. The resulting precipitate was filtered off with suction and yielded 77 mg (13%) of t... Starting materials: ClC1=C(C(=CC=C1)Cl)C1CC(CC(C1)=O)=O (5-(2,6-dichlorophenyl)cyclohexane-1,3-dione), [H-].[Na+] (sodium hydride), ClCC(C)=O (chloroacetone). Solvent: CN(C)C=O (DMF). Run at time 15 minute. Yields the product ClC1=C(C(=CC=C1)Cl)C1CC2=C(C(=CO2)C)C(C1)=O (6-(2,6-dichlorophenyl)-3-methyl-4,5,6,7-tetrahydrobenzofuran-4-one). Reaction SMILES: [Cl:1][C:2]1[CH:7]=[CH:6][CH:5]=[C:4]([Cl:8])[C:3]=1[CH:9]1[CH2:14][C:13](=[O:15])[CH2:12][C:11](=[O:16])[CH2:10]1.[H-].[Na+].Cl[CH2:20][C:21](=O)[CH3:22]>CN(C=O)C>[Cl:1][C:2]1[CH:7]=[CH:6][CH:5]=[C:4]([Cl:8])[C:3]=1[CH:9]1[CH2:10][C:11](=[O:16])[C:12]2[C:21]([CH3:22])=[CH:20][O:15][C:13]=2[CH2:14]1 |f:1.2|. Procedure: To a solution of 5-(2,6-dichlorophenyl)cyclohexane-1,3-dione (mp203-204° C.; 1.29 g) in DMF (20 ml) was added 60% sodium hydride (0.22 g), and the mixture was stirred, under argon atmosphere, at room temperature for 15 minutes. To the mixture was added chloroacetone (0.45 ml), and the mixture was stirred at 150° C. overnight (15 hours). The reaction solution was cooled and concentrated under reduced pressure. To the residue was added ice-water, and the mixture was extracted with ethyl acetate. T... The reactants are C1CCOC1, CCN=C=NCCCN(C)C, Cl, COCCOc1cc2ncnc(Nc3ccc(OCc4ccccn4)c(Cl)c3)c2cc1NC(=O)C(C)N, C=CC(=O)O, c1ccncc1. Product: C=CC(=O)NC(C)C(=O)Nc1cc2c(Nc3ccc(OCc4ccccn4)c(Cl)c3)ncnc2cc1OCCOC. Reaction SMILES: [CH2:61]1[O:62][CH2:63][CH2:64][CH2:65]1.[CH3:13][N:14]([CH3:15])[CH2:16][CH2:17][CH2:18][N:19]=[C:20]=[N:21][CH2:22][CH3:23].[ClH:12].[NH2:24][CH:25]([C:26](=[O:27])[NH:28][c:29]1[cH:30][c:31]2[c:32]([NH:44][c:45]3[cH:46][c:47]([Cl:59])[c:48]([O:51][CH2:52][c:53]4[n:54][cH:55][cH:56][cH:57][cH:58]4)[cH:49][cH:50]3)[n:33][cH:34][n:35][c:36]2[cH:37][c:38]1[O:39][CH2:40][CH2:41][O:42][CH3:43])[CH3:60].[OH:1][C:2](=[O:3])[CH:4]=[CH2:5].[cH:6]1[cH:7][cH:8][n:9][cH:10][cH:11]1>>[O:1]=[C:2]([CH:4]=[CH2:5])[NH:24][CH:25]([C:26](=[O:27])[NH:28][c:29]1[cH:30][c:31]2[c:32]([NH:44][c:45]3[cH:46][c:47]([Cl:59])[c:48]([O:51][CH2:52][c:53]4[n:54][cH:55][cH:56][cH:57][cH:58]4)[cH:49][cH:50]3)[n:33][cH:34][n:35][c:36]2[cH:37][c:38]1[O:39][CH2:40][CH2:41][O:42][CH3:43])[CH3:60].